This data is from the Open Reaction Database (ORD), a public repository of structured organic reaction records. The task is: describe an organic reaction: reactants, conditions, products, and yield The reactants are C(#N)N=C(N)N (dicyandiamide), C(CCCCCCCCCCCCCCCCC)(=O)O (stearic acid), acrylic resin, N (ammonia). Run at temperature 140 fahrenheit. Product: C(CCCCCCCCCCCCCCCCC)(=O)O.N (ammonia stearate). Reaction SMILES: C(N=C(N)N)#[N:2].N.[C:8]([OH:27])(=[O:26])[CH2:9][CH2:10][CH2:11][CH2:12][CH2:13][CH2:14][CH2:15][CH2:16][CH2:17][CH2:18][CH2:19][CH2:20][CH2:21][CH2:22][CH2:23][CH2:24][CH3:25]>>[C:8]([OH:27])(=[O:26])[CH2:9][CH2:10][CH2:11][CH2:12][CH2:13][CH2:14][CH2:15][CH2:16][CH2:17][CH2:18][CH2:19][CH2:20][CH2:21][CH2:22][CH2:23][CH2:24][CH3:25].[NH3:2] |f:3.4|. Procedure details: The uncured phenolic resin, dicyandiamide, acrylic resin, ammonia and stearic acid were blended and then warmed to 140° F to form an ammonia stearate soap. The mixture then was prefrothed by mixing, cellosize was added, and the blend was again frothed by mixing. The treated fibers were added and the blend was again frothed by mixing. The reactants are Cc1sc(C)c(Br)c1Br, [Li]CCCC, C1CCOC1, [Cl-], [NH4+], C1OCC2OC12. The product is Cc1sc(C)c(C2COCC2O)c1Br. RXN SMILES: [Br:6][c:7]1[c:8]([CH3:14])[s:9][c:10]([CH3:13])[c:11]1[Br:12].[CH2:1]([Li:2])[CH2:3][CH2:4][CH3:5].[CH2:23]1[O:24][CH2:25][CH2:26][CH2:27]1.[Cl-:21].[NH4+:22].[O:15]1[CH:16]2[CH2:17][O:18][CH2:19][CH:20]12>>[c:7]1([CH:20]2[CH:16]([OH:15])[CH2:17][O:18][CH2:19]2)[c:8]([CH3:14])[s:9][c:10]([CH3:13])[c:11]1[Br:12]. Starting materials: C[Sn](C)(C)Cl (trimethylstannyl chloride), FC1=CC=C(C=C1)N1C=CC2=CC(=CC=C12)Br (1-(4-Fluorophenyl)-5-bromo-1H-indole), [Li]CCCC (n-BuLi). Run in C1CCOC1 (THF), C1CCOC1 (THF), C1CCOC1 (THF). Conditions: time 1 hour. Product: FC1=CC=C(C=C1)N1C=CC2=CC(=CC=C12)[Sn](C)(C)C (1-(4-Fluorophenyl)-5-(trimethylstannyl)-1H-indole). As a reaction SMILES: [F:1][C:2]1[CH:7]=[CH:6][C:5]([N:8]2[C:16]3[C:11](=[CH:12][C:13](Br)=[CH:14][CH:15]=3)[CH:10]=[CH:9]2)=[CH:4][CH:3]=1.[Li]CCCC.[CH3:23][Sn:24](Cl)([CH3:26])[CH3:25]>C1COCC1>[F:1][C:2]1[CH:7]=[CH:6][C:5]([N:8]2[C:16]3[C:11](=[CH:12][C:13]([Sn:24]([CH3:26])([CH3:25])[CH3:23])=[CH:14][CH:15]=3)[CH:10]=[CH:9]2)=[CH:4][CH:3]=1. Procedure details: 1-(4-Fluorophenyl)-5-bromo-1H-indole (5 g, 17.2 mmol) in THF (20 mL) was added during 3 minutes to a solution of n-BuLi (1.6 M, 26 mmol) in THF (200 mL) at −78° C. The solution was stirred for 4 minutes at −78° C. before addition of trimethylstannyl chloride (10 g, 50 mmol) in THF (10 mL). The reaction mixture was allowed to warn up to room temperature and stirred for 1 h. After evaporation of the solvent the crude product was purified by flash chromatography (EtOAc/Heptane 5/100). Yield: 3.6 g.... Starting materials: OC=1C=C(C(=O)NC)C=CC1 (3-hydroxy-N-methyl-benzamide), [H-].[Na+] (NaH), ClC1=CC(=C(C=C1)N)[N+](=O)[O-] (4-chloro-2-nitro-phenylamine). Run in CN(C)C=O (DMF). Conditions: temperature 80 celsius. The product is NC1=C(C=C(OC=2C=C(C(=O)NC)C=CC2)C=C1)[N+](=O)[O-] (3-(4-amino-3-nitro-phenoxy)-N-methyl-benzamide). As a reaction SMILES: [OH:1][C:2]1[CH:3]=[C:4]([CH:9]=[CH:10][CH:11]=1)[C:5]([NH:7][CH3:8])=[O:6].[H-].[Na+].Cl[C:15]1[CH:20]=[CH:19][C:18]([NH2:21])=[C:17]([N+:22]([O-:24])=[O:23])[CH:16]=1>CN(C=O)C>[NH2:21][C:18]1[CH:19]=[CH:20][C:15]([O:1][C:2]2[CH:3]=[C:4]([CH:9]=[CH:10][CH:11]=2)[C:5]([NH:7][CH3:8])=[O:6])=[CH:16][C:17]=1[N+:22]([O-:24])=[O:23] |f:1.2|. Procedure: To a solution of 3-hydroxy-N-methyl-benzamide (Step A, 700 mg, 4.6 mmol, 1.0 eq.) in anhydrous DMF (10 mL) was added NaH (200 mg, 5.1 mmol, 1.1 eq.). The reaction was stirred for 10 min. at RT after which 4-chloro-2-nitro-phenylamine (2.0 g, 11.6 mmol, 2.5 eq.) was added. The resulting mixture was heated to 80° C. for 4 h. The reaction was quenched with NaHCO3 (aq.), diluted with CH2Cl2 (50 mL), and washed with 1 N NaOH (25 mL). The organic layer was dried over MgSO4, filtered and concentrated. ... Starting materials: ClC=1C=C(C=2N(N1)C(=CN2)C#N)N(C=2C=C(C(=O)OC(C)(C)C)C=CC2)CC2=CC=C(C=C2)OC (tert-Butyl 3-((6-chloro-3-cyanoimidazo[1,2-b]pyridazin-8-yl) (4-methoxybenzyl)amino)benzoate), II (iodine), O (water). The solvent is C(C)#N (acetonitrile), C(C)(=O)OCC (ethyl acetate). Conditions: temperature 80 celsius, time 8 hour. Yields the product ClC=1C=C(C=2N(N1)C(=CN2)C#N)N(C=2C=C(C(=O)O)C=CC2)CC2=CC=C(C=C2)OC (3-((6-Chloro-3-cyanoimidazo[1,2-b]pyridazin-8-yl)(4-methoxybenzyl)amino)benzoic acid). Isolated yield 66.3%. RXN SMILES: [Cl:1][C:2]1[CH:3]=[C:4]([N:13]([CH2:27][C:28]2[CH:33]=[CH:32][C:31]([O:34][CH3:35])=[CH:30][CH:29]=2)[C:14]2[CH:15]=[C:16]([CH:24]=[CH:25][CH:26]=2)[C:17]([O:19]C(C)(C)C)=[O:18])[C:5]2[N:6]([C:8]([C:11]#[N:12])=[CH:9][N:10]=2)[N:7]=1.II.O>C(#N)C.C(OCC)(=O)C>[Cl:1][C:2]1[CH:3]=[C:4]([N:13]([CH2:27][C:28]2[CH:29]=[CH:30][C:31]([O:34][CH3:35])=[CH:32][CH:33]=2)[C:14]2[CH:15]=[C:16]([CH:24]=[CH:25][CH:26]=2)[C:17]([OH:19])=[O:18])[C:5]2[N:6]([C:8]([C:11]#[N:12])=[CH:9][N:10]=2)[N:7]=1. Procedure: A solution of 253B (100 mg, 0.20 mmol) in acetonitrile (5 mL) was treated with iodine (15.54 mg, 0.061 mmol) and water (50 μL, 2.78 mmol). The reaction mixture was stirred at 80° C. for 8 hours. The reaction mixture was diluted with ethyl acetate, and washed with water. The aqueous layer was extracted with ethyl acetate (4×20 mL). The pooled organic phase was dried over Na2SO4 and concentrated. The residue was triturated with DCM and filtered. The filtrate was concentrated, dissolved in DCM, and... Reactants: quartz, aqueous solution, C1=CC(=C[N+](=C1)[C@H]2[C@@H]([C@@H]([C@H](O2)COP(=O)([O-])OP(=O)(O)OC[C@@H]3[C@H]([C@H]([C@@H](O3)N4C=NC5=C4N=CN=C5N)O)O)O)O)C(=O)N (β-NAD), β-hydroxysteroid, solution, aqueous solution, lithocholic acid 3α-sulfate, tris-hydrochloric acid. Solvent: O (water). The product is C=1N=C(C2=C(N1)N(C=N2)[C@H]3[C@@H]([C@@H]([C@H](O3)COP(=O)(O)OP(=O)(O)OC[C@@H]4[C@H]([C@H]([C@@H](O4)N5C=CCC(=C5)C(=O)N)O)O)O)O)N (NADH). RXN SMILES: [CH:1]1[CH:6]=[N+:5]([C@@H:7]2[O:11][C@H:10]([CH2:12][O:13][P:14]([O:17][P:18]([O:21][CH2:22][C@H:23]3[O:27][C@@H:26]([N:28]4[C:32]5[N:33]=[CH:34][N:35]=[C:36]([NH2:37])[C:31]=5[N:30]=[CH:29]4)[C@H:25]([OH:38])[C@@H:24]3[OH:39])([OH:20])=[O:19])([O-:16])=[O:15])[C@@H:9]([OH:40])[C@H:8]2[OH:41])[CH:4]=[C:3]([C:42]([NH2:44])=[O:43])[CH:2]=1>O>[CH:34]1[N:35]=[C:36]([NH2:37])[C:31]2[N:30]=[CH:29][N:28]([C@@H:26]3[O:27][C@H:23]([CH2:22][O:21][P:18]([O:17][P:14]([O:13][CH2:12][C@H:10]4[O:11][C@@H:7]([N:5]5[CH:4]=[C:3]([C:42]([NH2:44])=[O:43])[CH2:2][CH:1]=[CH:6]5)[C@H:8]([OH:41])[C@@H:9]4[OH:40])([OH:16])=[O:15])([OH:20])=[O:19])[C@@H:24]([OH:39])[C@H:25]3[OH:38])[C:32]=2[N:33]=1. Procedure: The physicochemical properties of the present Enzyme are further described below. The activity of the present Enzyme is measured as follows. That is, into a quartz cell are placed 0.1 ml of 2.5 mM aqueous solution of lithocholic acid 3α-sulfate (Sigma), 0.2 ml of 15 mM aqueous solution of β-NAD (Oriental Yeast), 1.0 ml of 0.1M tris-hydrochloric acid buffer solution (pH 8.0) and 1.55 ml of distilled water, and after equilibrating at 30° C., 0.05 ml of β-hydroxysteroid dehydrogenase (Sigma) soluti... RXN SMILES: [OH:1][C:2]1[N:10]=[CH:9][CH:8]=[CH:7][C:3]=1[C:4]([OH:6])=[O:5].[Br:11]Br>C(O)(=O)C>[Br:11][C:8]1[CH:9]=[N:10][C:2]([OH:1])=[C:3]([CH:7]=1)[C:4]([OH:6])=[O:5]. Isolated yield 77.9%. Reaction conditions: temperature 75 celsius. Reactants: OC1=C(C(=O)O)C=CC=N1 (2-hydroxy-nicotinic acid), BrBr (bromine). Run in C(C)(=O)O (acetic acid). Reported procedure: To a suspension of 5.0 g (35.9 mmol) of 2-hydroxy-nicotinic acid in 30 ml acetic acid was added dropwise 7.5 g (46.7 mmol) bromine. The mixture was maintained at 70-80° C. overnight. The mixture was cooled and the acetic acid was removed under reduced pressure. Water (100 ml) was added and the product was filtered and washed with water (3×100 ml). The solid was dried in a vacuum oven at 65° C. for 48 hours to provide 6.1 g (78% yield) of the title compound. MS: m/z (APCI, AP+) 219.0 [M.]+. CHN A... Product: BrC=1C=NC(=C(C(=O)O)C1)O (5-Bromo-2-hydroxy-nicotinic acid).